From a dataset of the Open Reaction Database (ORD), a public repository of structured organic reaction records. describe an organic reaction: reactants, conditions, products, and yield Reactants: C(=O)([O-])[O-].[Cs+].[Cs+] (Cs2CO3), BrC1=CC=C(C=C1)S(=O)(=O)O[C@H]1C[C@H](N(C1)C(=O)OC(C)(C)C)C(=O)OC (1-tert-butyl 2-methyl (2S,4S)-4-{[(4-bromophenyl)sulfonyl]oxy}pyrrolidine-1,2-dicarboxylate), BrC1=NC2=CC=C(C=C2C=C1O)OC (2-bromo-6-methoxyquinolin-3-ol). The solvent is CN1CCCC1=O (NMP), CCOC(=O)C (EtOAc). Conditions: temperature 50 celsius, time 3 hour. Product: BrC1=NC2=CC=C(C=C2C=C1O[C@@H]1C[C@H](N(C1)C(=O)OC(C)(C)C)C(=O)OC)OC (1-tert-Butyl 2-methyl (2S,4R)-4[(2-bromo-6-methoxyquinolin-3-yl)oxy]pyrrolidine-1,2-dicarboxylate). Yield: 70.2%. As a reaction SMILES: C([O-])([O-])=O.[Cs+].[Cs+].BrC1C=CC(S([O:17][C@@H:18]2[CH2:22][N:21]([C:23]([O:25][C:26]([CH3:29])([CH3:28])[CH3:27])=[O:24])[C@H:20]([C:30]([O:32][CH3:33])=[O:31])[CH2:19]2)(=O)=O)=CC=1.[Br:34][C:35]1[C:44](O)=[CH:43][C:42]2[C:37](=[CH:38][CH:39]=[C:40]([O:46][CH3:47])[CH:41]=2)[N:36]=1>CN1C(=O)CCC1.CCOC(C)=O>[Br:34][C:35]1[C:44]([O:17][C@H:18]2[CH2:22][N:21]([C:23]([O:25][C:26]([CH3:27])([CH3:28])[CH3:29])=[O:24])[C@H:20]([C:30]([O:32][CH3:33])=[O:31])[CH2:19]2)=[CH:43][C:42]2[C:37](=[CH:38][CH:39]=[C:40]([O:46][CH3:47])[CH:41]=2)[N:36]=1 |f:0.1.2|. Procedure: Cs2CO3 (10.7 g, 32.9 mmol) was added to a stirred mixture of 1-tert-butyl 2-methyl (2S,4S)-4-{[(4-bromophenyl)sulfonyl]oxy}pyrrolidine-1,2-dicarboxylate (8.78 g, 18.9 mmol) and 2-bromo-6-methoxyquinolin-3-ol (4.18 g, 16.45 mmol) in NMP (46 mL). The resulting mixture was stirred at 50° C. for 3 h, then cooled and diluted with EtOAc. The organics were washed with saturated aqueous NaHCO3, water and brine then dried over Na2SO4. Filtration and removal of the volatiles gave a residue, which was puri... The reactants are NCC(=O)N1CC(CC1)N1CCC(CC1)C1=CC=CC=C1 (2-amino-1-[3-(4-phenylpiperidin-1-yl)pyrrolidin-1-yl]ethanone), ClC1=NC=NC2=CC(=CC=C12)Cl (4,7-dichloroquinazoline), CCN(C(C)C)C(C)C (DIEA). The solvent is C(CCC)O (n-butanol). The product is ClC1=CC=C2C(=NC=NC2=C1)NCC(=O)N1CC(CC1)N1CCC(CC1)C1=CC=CC=C1 (2-(7-chloroquinazolin-4-ylamino)-1-[3-(4-phenylpiperidin-1-yl)pyrrolidin-1-yl]ethanone). The yield is 58.9%. Reaction SMILES: [NH2:1][CH2:2][C:3]([N:5]1[CH2:9][CH2:8][CH:7]([N:10]2[CH2:15][CH2:14][CH:13]([C:16]3[CH:21]=[CH:20][CH:19]=[CH:18][CH:17]=3)[CH2:12][CH2:11]2)[CH2:6]1)=[O:4].Cl[C:23]1[C:32]2[C:27](=[CH:28][C:29]([Cl:33])=[CH:30][CH:31]=2)[N:26]=[CH:25][N:24]=1.CCN(C(C)C)C(C)C>C(O)CCC>[Cl:33][C:29]1[CH:28]=[C:27]2[C:32]([C:23]([NH:1][CH2:2][C:3]([N:5]3[CH2:9][CH2:8][CH:7]([N:10]4[CH2:11][CH2:12][CH:13]([C:16]5[CH:17]=[CH:18][CH:19]=[CH:20][CH:21]=5)[CH2:14][CH2:15]4)[CH2:6]3)=[O:4])=[N:24][CH:25]=[N:26]2)=[CH:31][CH:30]=1. Procedure: A solution of 2-amino-1-[3-(4-phenylpiperidin-1-yl)pyrrolidin-1-yl]ethanone (preparation #9) (0.108 g, 0.377 mmol), 4,7-dichloroquinazoline (0.075 g, 0.377 mmol) and DIEA (0.1 mL, 0.565 mmol) in n-butanol was heated in a microwave (CEM Explorer, maximum power 300 W) at about 120° C. for about 20 min. The solvent was removed in vacuo and the residue was purified by preparative RP-HPLC (20% to 50% acetonitrile/0.05M aqueous ammonium acetate, buffered to pH 4.5, over 30 min at 81 mL/min; λ=254 nm; ... Starting materials: NC1=CC(=C(OC2=C3C(=NC=C2)N(N=C3NC3CCN(CC3)C)CC3=CC=C(C=C3)OC)C=C1)F (4-(4-amino-2-fluorophenoxy)-1-(4-methoxybenzyl)-N-(1-methylpiperidin-4-yl)-1H-pyrazolo[3,4-b]pyridin-3-amine), FC1=CC=C(C=C1)N1N=CC=C(C1=O)C(=O)O (2-(4-fluorophenyl)-3-oxo-2,3-dihydropyridazine-4-carboxylic acid), C(=O)(O)[O-].[Na+] (NaHCO3). The product is FC=1C=C(C=CC1OC1=C2C(=NC=C1)NN=C2NC2CCN(CC2)C)NC(=O)C=2C(N(N=CC2)C2=CC=C(C=C2)F)=O (N-(3-fluoro-4-(3-(1-methylpiperidin-4-ylamino)-1H-pyrazolo[3,4-b]pyridin-4-yloxy)phenyl)-2-(4-fluorophenyl)-3-oxo-2,3-dihydropyridazine-4-carboxamide). Isolated yield 96.0%. Reaction SMILES: [NH2:1][C:2]1[CH:34]=[CH:33][C:5]([O:6][C:7]2[CH:12]=[CH:11][N:10]=[C:9]3[N:13](CC4C=CC(OC)=CC=4)[N:14]=[C:15]([NH:16][CH:17]4[CH2:22][CH2:21][N:20]([CH3:23])[CH2:19][CH2:18]4)[C:8]=23)=[C:4]([F:35])[CH:3]=1.[F:36][C:37]1[CH:42]=[CH:41][C:40]([N:43]2[C:48](=[O:49])[C:47]([C:50](O)=[O:51])=[CH:46][CH:45]=[N:44]2)=[CH:39][CH:38]=1.C([O-])(O)=O.[Na+]>>[F:35][C:4]1[CH:3]=[C:2]([NH:1][C:50]([C:47]2[C:48](=[O:49])[N:43]([C:40]3[CH:41]=[CH:42][C:37]([F:36])=[CH:38][CH:39]=3)[N:44]=[CH:45][CH:46]=2)=[O:51])[CH:34]=[CH:33][C:5]=1[O:6][C:7]1[CH:12]=[CH:11][N:10]=[C:9]2[NH:13][N:14]=[C:15]([NH:16][CH:17]3[CH2:22][CH2:21][N:20]([CH3:23])[CH2:19][CH2:18]3)[C:8]=12 |f:2.3|. Procedure details: Prepared by a 2-step process from 4-(4-amino-2-fluorophenoxy)-1-(4-methoxybenzyl)-N-(1-methylpiperidin-4-yl)-1H-pyrazolo[3,4-b]pyridin-3-amine and 2-(4-fluorophenyl)-3-oxo-2,3-dihydropyridazine-4-carboxylic acid (prepared as in Example 19, Step C) according to the procedure described for Example 21, Steps A and B, except that the crude was treated with aqueous NaHCO3). The crude was rinsed with Et2O to afford 34 mg (96%) of the desired product. LRMS (ESI pos) m/e 573.0 (M+1). 1H-NMR (400 MHz, CD... Starting materials: C1(=CC=CC=C1)C(C(=O)O[C@H]1CN2CCC1CC2)=CC2=NC=CN=C2 ((R)-3-quinuclidinyl 2-phenyl-3-(pyrazin-2-yl)acrylate). Reagents/catalysts: [Pd] (palladium-on-carbon). The solvent is C(C)O (ethanol). Conditions: time 24 hour. Yields the product C1(=CC=CC=C1)C(C(=O)O[C@H]1CN2CCC1CC2)CC2=NC=CN=C2 ((R)-3-Quinuclidinyl (RS)-2-phenyl-3-(pyrazin-2-yl)propanoate). Isolated yield 90.9%. As a reaction SMILES: [C:1]1([C:7](=[CH:19][C:20]2[CH:25]=[N:24][CH:23]=[CH:22][N:21]=2)[C:8]([O:10][C@@H:11]2[CH:16]3[CH2:17][CH2:18][N:13]([CH2:14][CH2:15]3)[CH2:12]2)=[O:9])[CH:6]=[CH:5][CH:4]=[CH:3][CH:2]=1>C(O)C.[Pd]>[C:1]1([CH:7]([CH2:19][C:20]2[CH:25]=[N:24][CH:23]=[CH:22][N:21]=2)[C:8]([O:10][C@@H:11]2[CH:16]3[CH2:15][CH2:14][N:13]([CH2:18][CH2:17]3)[CH2:12]2)=[O:9])[CH:6]=[CH:5][CH:4]=[CH:3][CH:2]=1. Procedure details: A solution of (R)-3-quinuclidinyl 2-phenyl-3-(pyrazin-2-yl)acrylate (see Preparation 4) (350 mg) in ethanol (20 ml) containing 10% palladium-on-carbon (30 mg) was stirred for 24 hours under an atmosphere of hydrogen [344.7 kPa (50 psi)] at room temperature. The mixture was filtered and evaporated to leave the title compound as an oil (320 mg, 91%). Product: C1(CC1)N(C(=O)C=1C=NC(=NC1)N1C=NC=C1)C1CCN(CC1)C1=NC=C(C=N1)CC (2-Imidazol-1-yl-pyrimidine-5-carboxylic acid cyclopropyl-[1-(5-ethyl-pyrimidin-2-yl)-piperidin-4-yl]-amide). Reaction SMILES: [CH:1]1([N:4]([CH:18]2[CH2:23][CH2:22][NH:21][CH2:20][CH2:19]2)[C:5]([C:7]2[CH:8]=[N:9][C:10]([N:13]3[CH:17]=[CH:16][N:15]=[CH:14]3)=[N:11][CH:12]=2)=[O:6])[CH2:3][CH2:2]1.Cl[C:25]1[N:30]=[CH:29][C:28]([CH2:31][CH3:32])=[CH:27][N:26]=1>>[CH:1]1([N:4]([CH:18]2[CH2:23][CH2:22][N:21]([C:25]3[N:30]=[CH:29][C:28]([CH2:31][CH3:32])=[CH:27][N:26]=3)[CH2:20][CH2:19]2)[C:5]([C:7]2[CH:12]=[N:11][C:10]([N:13]3[CH:17]=[CH:16][N:15]=[CH:14]3)=[N:9][CH:8]=2)=[O:6])[CH2:2][CH2:3]1. The reactants are C1(CC1)N(C(=O)C=1C=NC(=NC1)N1C=NC=C1)C1CCNCC1 (2-imidazol-1-yl-pyrimidine-5-carboxylic acid cyclopropyl-piperidin-4-yl-amide), ClC1=NC=C(C=N1)CC (2-chloro-5-ethylpyrimidine). Procedure: The title compound is prepared from 2-imidazol-1-yl-pyrimidine-5-carboxylic acid cyclopropyl-piperidin-4-yl-amide and 2-chloro-5-ethylpyrimidine following a procedure analogous to that described in Example 3. LC (method 10): tR=1.40 min; Mass spectrum (ESI+): m/z=419 [M+H]+. The reactants are CCOC(C)=O, CC(C)(CO)c1nc(-c2cccc(NS(=O)(=O)c3c(F)cccc3F)c2F)c(-c2ccnc(Cl)n2)s1, [NH4+], [OH-], O. Product: CC(C)(CO)c1nc(-c2cccc(NS(=O)(=O)c3c(F)cccc3F)c2F)c(-c2ccnc(N)n2)s1. As a reaction SMILES: [CH3:40][CH2:41][O:42][C:43](=[O:44])[CH3:45].[Cl:1][c:2]1[n:3][cH:4][cH:5][c:6](-[c:8]2[c:9](-[c:18]3[c:19]([F:36])[c:20]([NH:24][S:25](=[O:26])(=[O:27])[c:28]4[c:29]([F:35])[cH:30][cH:31][cH:32][c:33]4[F:34])[cH:21][cH:22][cH:23]3)[n:10][c:11]([C:13]([CH2:14][OH:15])([CH3:16])[CH3:17])[s:12]2)[n:7]1.[NH4+:37].[OH-:38].[OH2:39]>>[c:2]1([NH2:37])[n:3][cH:4][cH:5][c:6](-[c:8]2[c:9](-[c:18]3[c:19]([F:36])[c:20]([NH:24][S:25](=[O:26])(=[O:27])[c:28]4[c:29]([F:35])[cH:30][cH:31][cH:32][c:33]4[F:34])[cH:21][cH:22][cH:23]3)[n:10][c:11]([C:13]([CH2:14][OH:15])([CH3:16])[CH3:17])[s:12]2)[n:7]1.